From a dataset of the Open Reaction Database (ORD), a public repository of structured organic reaction records. describe an organic reaction: reactants, conditions, products, and yield Reactants: C(CCC)[Li] (n-butyllithium), BrN1C(CCC1=O)=O (N-bromosuccinimide), BrC1=CC=C2C(CCNC2=N1)O (7-Bromo-1,2,3,4-tetrahydro-[1,8]naphthyridin-4-ol), CO (methanol). Run in O1CCCC1 (tetrahydrofuran), ClCCl (dichloromethane), C(C)(=O)O (acetic acid), O1CCCC1 (tetrahydrofuran). Conditions: temperature -78 celsius, time 3.5 hour. Yields the product BrC=1C=C2C(CCNC2=NC1)O (6-bromo-1,2,3,4-tetrahydro-[1,8]naphthyridin-4-ol). Yield: 25.0%. RXN SMILES: Br[C:2]1[N:11]=[C:10]2[C:5]([CH:6]([OH:12])[CH2:7][CH2:8][NH:9]2)=[CH:4][CH:3]=1.C([Li])CCC.CO.[Br:20]N1C(=O)CCC1=O>O1CCCC1.ClCCl.C(O)(=O)C>[Br:20][C:3]1[CH:4]=[C:5]2[C:10](=[N:11][CH:2]=1)[NH:9][CH2:8][CH2:7][CH:6]2[OH:12]. Procedure: 7-Bromo-1,2,3,4-tetrahydro-[1,8]naphthyridin-4-ol (460 mg) was dissolved in anhydrous tetrahydrofuran (25 mL) and cooled to −78° C. A solution of n-butyllithium in tetrahydrofuran was added (1.6 M, 8.5 mL) (5-7 equiv.) and the reaction was warmed slowly to room temperature. After 2-5 hours, methanol (2 mL) was added and the contents were concentrated to dryness. The residue was dissolved in a mixture of dichloromethane and acetic acid (1:1, v/v, 20 mL) and N-bromosuccinimide (450 mg) (1.2 equiv.... Starting materials: COc1ccc(Cn2cc(-c3ccnc(S(C)(=O)=O)n3)c(-c3cccc([N+](=O)[O-])c3)n2)cc1, CCN, C1COCCO1, O. The product is CCNc1nccc(-c2cn(Cc3ccc(OC)cc3)nc2-c2cccc([N+](=O)[O-])c2)n1. As a reaction SMILES: [CH3:1][O:2][c:3]1[cH:4][cH:5][c:6]([CH2:7][n:8]2[n:9][c:10](-[c:23]3[cH:24][c:25]([N+:29](=[O:30])[O-:31])[cH:26][cH:27][cH:28]3)[c:11](-[c:13]3[n:14][c:15]([S:19]([CH3:20])(=[O:21])=[O:22])[n:16][cH:17][cH:18]3)[cH:12]2)[cH:32][cH:33]1.[CH3:34][CH2:35][NH2:36].[O:37]1[CH2:38][CH2:39][O:40][CH2:41][CH2:42]1.[OH2:43]>>[CH3:1][O:2][c:3]1[cH:4][cH:5][c:6]([CH2:7][n:8]2[n:9][c:10](-[c:23]3[cH:24][c:25]([N+:29](=[O:30])[O-:31])[cH:26][cH:27][cH:28]3)[c:11](-[c:13]3[n:14][c:15]([NH:36][CH2:35][CH3:34])[n:16][cH:17][cH:18]3)[cH:12]2)[cH:32][cH:33]1.